This data is from the Open Reaction Database (ORD), a public repository of structured organic reaction records. The task is: describe an organic reaction: reactants, conditions, products, and yield The reactants are CO, Cl, COCCNc1ccc2c(Nc3cc(OC(=O)OC)c(C)cc3F)ncnc2c1, [Na+], [OH-], O. Yields the product Cl, COCCNc1ccc2c(Nc3cc(O)c(C)cc3F)ncnc2c1. Reaction SMILES: [CH3:33][OH:34].[ClH:32].[F:3][c:4]1[c:5]([NH:6][c:7]2[n:8][cH:9][n:10][c:11]3[cH:12][c:13]([NH:17][CH2:18][CH2:19][O:20][CH3:21])[cH:14][cH:15][c:16]23)[cH:22][c:23]([O:27][C:28]([O:29][CH3:30])=[O:31])[c:24]([CH3:26])[cH:25]1.[Na+:2].[OH-:1].[OH2:35]>>[ClH:32].[F:3][c:4]1[c:5]([NH:6][c:7]2[n:8][cH:9][n:10][c:11]3[cH:12][c:13]([NH:17][CH2:18][CH2:19][O:20][CH3:21])[cH:14][cH:15][c:16]23)[cH:22][c:23]([OH:27])[c:24]([CH3:26])[cH:25]1.